This data is from the Open Reaction Database (ORD), a public repository of structured organic reaction records. The task is: describe an organic reaction: reactants, conditions, products, and yield The reactants are [Li]CCCC, O=[N+]([O-])c1ccccc1F, Nc1ccc(F)c(F)c1, C1CCOC1. The product is O=[N+]([O-])c1ccccc1Nc1ccc(F)c(F)c1. RXN SMILES: [CH2:10]([Li:11])[CH2:12][CH2:13][CH3:14].[F:15][c:16]1[c:17]([N+:22](=[O:23])[O-:24])[cH:18][cH:19][cH:20][cH:21]1.[F:1][c:2]1[cH:3][c:4]([NH2:5])[cH:6][cH:7][c:8]1[F:9].[O:25]1[CH2:26][CH2:27][CH2:28][CH2:29]1>>[F:1][c:2]1[cH:3][c:4]([NH:5][c:16]2[c:17]([N+:22](=[O:23])[O-:24])[cH:18][cH:19][cH:20][cH:21]2)[cH:6][cH:7][c:8]1[F:9]. The reactants are C(C)OC(=O)C1=NC(=CC=C1NC(=O)OC(C)(C)C)COC(C)=O (6-Acetoxymethyl-3-tert-butoxycarbonylamino-pyridine-2-carboxylic acid ethyl ester), CC[O-].[Na+] (sodium ethylate). Solvent: C(C)O (ethanol), C(C)O (Ethanol). Reaction conditions: time 1 hour. Yields the product C(C)OC(=O)C1=NC(=CC=C1NC(=O)OC(C)(C)C)CO (3-tert-Butoxycarbonylamino-6-hydroxymethyl-pyridine-2-carboxylic acid ethyl ester). Yield: 92.5%. RXN SMILES: [CH2:1]([O:3][C:4]([C:6]1[C:11]([NH:12][C:13]([O:15][C:16]([CH3:19])([CH3:18])[CH3:17])=[O:14])=[CH:10][CH:9]=[C:8]([CH2:20][O:21]C(=O)C)[N:7]=1)=[O:5])[CH3:2].CC[O-].[Na+]>C(O)C>[CH2:1]([O:3][C:4]([C:6]1[C:11]([NH:12][C:13]([O:15][C:16]([CH3:18])([CH3:17])[CH3:19])=[O:14])=[CH:10][CH:9]=[C:8]([CH2:20][OH:21])[N:7]=1)=[O:5])[CH3:2] |f:1.2|. Procedure details: To a solution of 0.99 g (2.92 mmol) of 6-Acetoxymethyl-3-tert-butoxycarbonylamino-pyridine-2-carboxylic acid ethyl ester in 15 ml of absolute ethanol was added 0.11 ml (0.3 mmol, 0.1 equiv.) of sodium ethylate 3N /Ethanol. After stirring for 1 h at room temperature, the mixture was extracted with methylene chloride/water. The aqueous phase was extracted three times with methylene chloride. The combined organic phases were dried over magnesium sulfate and concentrated to yield 0.81 g (2.7 mmol, 9... Starting materials: C(C(C)C)N([C@@H](CCCCN)C(=O)O)S(=O)(=O)C1=CC=C(C=C1)C (Nα-isobutyl-Nα-(4-methylbenzenesulfonyl)-L-lysine), C(C)(C)(C)OC(=O)N[C@@H](CC1=CC=C(C=C1)OCC1=CC=CC=C1)C(=O)O (Nα-tert-butoxycarbonyl-O-benzyl-L-tyrosine). The product is CC1=CC=C(C=C1)S(=O)(=O)N(CC(C)C)[C@@H](CCCCNC(=O)[C@H](CC2=CC=C(C=C2)OCC3=CC=CC=C3)NC(=O)OC(C)(C)C)C(=O)O (Nα-isobutyl-Nα-(4-methylbenzenesulfonyl)-Nε-(N′α-tert-butoxycarbonyl-O-benzyl-L-tyrosyl)-L-lysine), desired material. Isolated yield 68.0%. As a reaction SMILES: [CH2:1]([N:5]([S:15]([C:18]1[CH:23]=[CH:22][C:21]([CH3:24])=[CH:20][CH:19]=1)(=[O:17])=[O:16])[C@H:6]([C:12]([OH:14])=[O:13])[CH2:7][CH2:8][CH2:9][CH2:10][NH2:11])[CH:2]([CH3:4])[CH3:3].[C:25]([O:29][C:30]([NH:32][C@H:33]([C:49](O)=[O:50])[CH2:34][C:35]1[CH:40]=[CH:39][C:38]([O:41][CH2:42][C:43]2[CH:48]=[CH:47][CH:46]=[CH:45][CH:44]=2)=[CH:37][CH:36]=1)=[O:31])([CH3:28])([CH3:27])[CH3:26]>>[CH3:24][C:21]1[CH:22]=[CH:23][C:18]([S:15]([N:5]([C@H:6]([C:12]([OH:14])=[O:13])[CH2:7][CH2:8][CH2:9][CH2:10][NH:11][C:49]([C@@H:33]([NH:32][C:30]([O:29][C:25]([CH3:28])([CH3:27])[CH3:26])=[O:31])[CH2:34][C:35]2[CH:36]=[CH:37][C:38]([O:41][CH2:42][C:43]3[CH:44]=[CH:45][CH:46]=[CH:47][CH:48]=3)=[CH:39][CH:40]=2)=[O:50])[CH2:1][CH:2]([CH3:3])[CH3:4])(=[O:17])=[O:16])=[CH:19][CH:20]=1. Reported procedure: The title compound was prepared from Nα-isobutyl-Nα-(4-methylbenzenesulfonyl)-L-lysine (100 mg, 0.29 mmol, example 1, step E) as described in general procedure Bc using commercially available Nα-tert-butoxycarbonyl-O-benzyl-L-tyrosine (111 mg, 0.3 mmol). The final product was triturated with ether to yield 145 mg (68%) of the desired material. Starting materials: ClC1=CC(=C(C=C1)C)[N+](=O)[O-] (4-chloro-1-methyl-2-nitrobenzene). The reagents and catalysts are [Ni] (Ni). Solvent: CO (MeOH). Conditions: time 3 hour. The product is ClC=1C=CC(=C(C1)N)C (5-chloro-2-methylbenzenamine). Yield: 100.0%. As a reaction SMILES: [Cl:1][C:2]1[CH:7]=[CH:6][C:5]([CH3:8])=[C:4]([N+:9]([O-])=O)[CH:3]=1>CO.[Ni]>[Cl:1][C:2]1[CH:7]=[CH:6][C:5]([CH3:8])=[C:4]([NH2:9])[CH:3]=1. Procedure details: A 2 L flask was charged the solution of 4-chloro-1-methyl-2-nitrobenzene (60 g, 0.35 mol) in MeOH (1 L), Raney Ni was added, the air in flask was replaced three times with H2, the mixture was stirred for 3 hr at rt. The solution was filtered and concentrated. The residue was dissolved in CH2Cl2 (500 mL), and the solution was washed with brine, dried over Na2SO4. Solvent removal gave 5-chloro-2-methylbenzenamine (50 g, 0.35 mol). 1H NMR (CDCl3, 400 MHz) δ 7.02-6.93 (d, 2H), 6.70-6.60 (d, 2H), 3.6... Reactants: CI (methyl iodide), C(C)OCC (diethyl ether), [Na] (sodium), C(C)O (ethanol), C1=CC=CC=2C3=CC=CC=C3C(C12)C(=O)O (9-fluorenecarboxylic acid). The solvent is O (water). Run at time 2.5 hour. Yields the product CC1(C2=CC=CC=C2C=2C=CC=CC12)C(=O)OC (methyl 9-methylfluorene-9-carboxylate). As a reaction SMILES: [Na].[CH2:2]([OH:4])[CH3:3].[CH:5]1[C:17]2C(C(O)=O)[C:15]3[C:10](=[CH:11][CH:12]=[CH:13][CH:14]=3)[C:9]=2[CH:8]=[CH:7][CH:6]=1.[CH3:21]I.[CH2:23]([O:25]CC)C>O>[CH3:21][C:3]1([C:2]([O:25][CH3:23])=[O:4])[C:8]2[CH:7]=[CH:6][CH:5]=[CH:17][C:9]=2[C:10]2[C:15]1=[CH:14][CH:13]=[CH:12][CH:11]=2 |^1:0|. Reported procedure: From 7.6 g (0.33 mol) of sodium and 300 mL of ethanol, a sodium ethoxide solution is prepared, to which 69.6 g (0.33 mol) of 9-fluorenecarboxylic acid are added batchwise. After the addition has ended, the mixture is stirred for 2.5 hours at ambient temperature. Then it is evaporated to dryness, the residue is suspended in 600 mL of dimethylformamide, and 93.96 g (0.662 mol) of methyl iodide are added dropwise. The mixture is stirred for 3 hours at constant temperature. The cloudy solution is st... Reactants: BrCc1ccccc1, COc1cccc2[nH]c(C)cc12, CN(C)C=O, O. Product: COc1cccc2c1cc(C)n2Cc1ccccc1. RXN SMILES: [Br:13][CH2:14][c:15]1[cH:16][cH:17][cH:18][cH:19][cH:20]1.[CH3:1][O:2][c:3]1[c:4]2[cH:5][c:6]([CH3:12])[nH:7][c:8]2[cH:9][cH:10][cH:11]1.[O:21]=[CH:22][N:23]([CH3:24])[CH3:25].[OH2:26]>>[CH3:1][O:2][c:3]1[c:4]2[cH:5][c:6]([CH3:12])[n:7]([CH2:14][c:15]3[cH:16][cH:17][cH:18][cH:19][cH:20]3)[c:8]2[cH:9][cH:10][cH:11]1.